From a dataset of the Open Reaction Database (ORD), a public repository of structured organic reaction records. describe an organic reaction: reactants, conditions, products, and yield Reactants: O (water), ClC1=CC=C(C=C1)[N+](=O)[O-] (1-Chloro-4-nitrobenzene), CSC1=CC=C(C=C1)O (4-(methylmercapto)phenol), C([O-])([O-])=O.[K+].[K+] (Potassium carbonate). Solvent: CS(=O)C (dimethylsulfoxide). Reaction conditions: temperature 100 celsius, time 12 hour. Yields the product CSC1=CC=C(OC2=CC=C(C=C2)[N+](=O)[O-])C=C1 (1-(4-Methylsulfanylphenoxy)-4-nitrobenzene). RXN SMILES: Cl[C:2]1[CH:7]=[CH:6][C:5]([N+:8]([O-:10])=[O:9])=[CH:4][CH:3]=1.[CH3:11][S:12][C:13]1[CH:18]=[CH:17][C:16]([OH:19])=[CH:15][CH:14]=1.C(=O)([O-])[O-].[K+].[K+].O>CS(C)=O>[CH3:11][S:12][C:13]1[CH:18]=[CH:17][C:16]([O:19][C:2]2[CH:7]=[CH:6][C:5]([N+:8]([O-:10])=[O:9])=[CH:4][CH:3]=2)=[CH:15][CH:14]=1 |f:2.3.4|. Reported procedure: 1-Chloro-4-nitrobenzene (15 g, 95 mmol) and 4-(methylmercapto)phenol (13.3 g, 95 mmol) were dissolved in dimethylsulfoxide (100 mL). Potassium carbonate (15.8 g, 134 mmol) was added thereto, and the mixture was stirred for 12 h at 100° C. After completion of the reaction, excess water was added to precipitate a solid, which was then filtered and dried to give the title compound. Reactants: CN(C)C=O, CC(C)(C)OC(=O)N1CCC(NS(=O)(=O)c2ccc(Cl)nc2)CC1, OC1CCN(c2ccc(C(F)(F)F)cc2)CC1, [H-], [Na+]. Product: CC(C)(C)OC(=O)N1CCC(NS(=O)(=O)c2ccc(OC3CCN(c4ccc(C(F)(F)F)cc4)CC3)nc2)CC1. RXN SMILES: [CH3:44][N:45]([CH3:46])[CH:47]=[O:48].[Cl:20][c:21]1[cH:22][cH:23][c:24]([S:27](=[O:28])(=[O:29])[NH:30][CH:31]2[CH2:32][CH2:33][N:34]([C:37](=[O:38])[O:39][C:40]([CH3:41])([CH3:42])[CH3:43])[CH2:35][CH2:36]2)[cH:25][n:26]1.[F:1][C:2]([c:3]1[cH:4][cH:5][c:6]([N:9]2[CH2:10][CH2:11][CH:12]([OH:15])[CH2:13][CH2:14]2)[cH:7][cH:8]1)([F:16])[F:17].[H-:18].[Na+:19]>>[F:1][C:2]([c:3]1[cH:4][cH:5][c:6]([N:9]2[CH2:10][CH2:11][CH:12]([O:15][c:21]3[cH:22][cH:23][c:24]([S:27](=[O:28])(=[O:29])[NH:30][CH:31]4[CH2:32][CH2:33][N:34]([C:37](=[O:38])[O:39][C:40]([CH3:41])([CH3:42])[CH3:43])[CH2:35][CH2:36]4)[cH:25][n:26]3)[CH2:13][CH2:14]2)[cH:7][cH:8]1)([F:16])[F:17]. Starting materials: compound [ 4-6 ], ClC1=CC=C(CCl)C=C1 (4-chlorobenzyl chloride), C(C1=CC=CC=C1)N1C=CC2=CC=C(C=C12)CC(=O)O (2-(1-benzyl-1H-indole-6-yl)acetic acid). The product is ClC1=CC=C(CN2C=CC3=CC=C(C=C23)CC(=O)O)C=C1 (2-[1-(4-chlorobenzyl)-1H-indole-6-yl]acetic acid), C(C1=CC=CC=C1)N1C=CC2=CC=C(C=C12)CC(=O)O (2-(1-benzyl-1H-indole-6-yl)acetic acid). As a reaction SMILES: [Cl:1][C:2]1[CH:9]=[CH:8][C:5]([CH2:6]Cl)=[CH:4][CH:3]=1.[CH2:10]([N:17]1[C:25]2[C:20](=[CH:21][CH:22]=[C:23]([CH2:26][C:27]([OH:29])=[O:28])[CH:24]=2)[CH:19]=[CH:18]1)[C:11]1[CH:16]=[CH:15][CH:14]=[CH:13][CH:12]=1>>[Cl:1][C:2]1[CH:9]=[CH:8][C:5]([CH2:6][N:17]2[C:25]3[C:20](=[CH:21][CH:22]=[C:23]([CH2:26][C:27]([OH:29])=[O:28])[CH:24]=3)[CH:19]=[CH:18]2)=[CH:4][CH:3]=1.[CH2:10]([N:17]1[C:25]2[C:20](=[CH:21][CH:22]=[C:23]([CH2:26][C:27]([OH:29])=[O:28])[CH:24]=2)[CH:19]=[CH:18]1)[C:11]1[CH:12]=[CH:13][CH:14]=[CH:15][CH:16]=1. Reported procedure: The titled compound (17 mg) as a light brown solid was prepared from the compound [4-6] obtained in the process (6) of Example 4 (100 mg) and 4-chlorobenzyl chloride according to the method of the process (7) of Example 4. The reactants are C(CC(C)(C)C)P (mononeohexyl phosphine), C(=O)C=O (glyoxal). Run in O1CCCC1 (tetrahydrofuran). Yields the product C(CC(C)(C)C)P1C(C(P(C(C1O)O)CCC(C)(C)C)O)O (1,4-dineohexyl-2,3,5,6-tetrahydroxy-1,4diphosphorinane). Isolated yield 90.0%. As a reaction SMILES: [CH2:1]([PH2:7])[CH2:2][C:3]([CH3:6])([CH3:5])[CH3:4].[CH:8]([CH:10]=[O:11])=[O:9]>O1CCCC1>[CH2:1]([P:7]1[CH:8]([OH:9])[CH:10]([OH:11])[P:7]([CH2:1][CH2:2][C:3]([CH3:4])([CH3:6])[CH3:5])[CH:8]([OH:9])[CH:10]1[OH:11])[CH2:2][C:3]([CH3:6])([CH3:5])[CH3:4]. Procedure details: Following the procedure of Example 2, mononeohexyl phosphine (200 parts) in tetrahydrofuran, is reacted with 250 parts of glyoxal and 256 parts (90% yield) of 1,4-dineohexyl-2,3,5,6-tetrahydroxy-1,4diphosphorinane, m.p. 186°-210° C., are isolated. Starting materials: BrC=1C=2N(N=C(C1)C1=CC=CC=C1)C=CN2 (8-bromo-6-phenylimidazo[1,2-b]pyridazine), CC1N(CCCC1)C1=CC=CC(=N1)N (6-(2-methylpiperidin-1-yl)pyridin-2-amine), C=1C=CC(=CC1)P(C=2C=CC=CC2)C3=CC=C4C=CC=CC4=C3C5=C6C=CC=CC6=CC=C5P(C=7C=CC=CC7)C=8C=CC=CC8 (BINAP), C(=O)([O-])[O-].[Cs+].[Cs+] (Cs2CO3). Reagents/catalysts: C=1C=CC(=CC1)/C=C/C(=O)/C=C/C2=CC=CC=C2.C=1C=CC(=CC1)/C=C/C(=O)/C=C/C2=CC=CC=C2.C=1C=CC(=CC1)/C=C/C(=O)/C=C/C2=CC=CC=C2.[Pd].[Pd] (Pd2(dba)3), Cl (HCl). Solvent: O1CCOCC1 (dioxane), CO (methanol). Run at temperature 100 celsius, time 16 hour. Product: CC1N(CCCC1)C1=CC=CC(=N1)NC=1C=2N(N=C(C1)C1=CC=CC=C1)C=CN2 (N-(6-(2-methylpiperidin-1-yl)pyridin-2-yl)-6-phenylimidazo[1,2-b]pyridazin-8-amine). Yield: 10.2%. As a reaction SMILES: Br[C:2]1[C:3]2[N:4]([CH:14]=[CH:15][N:16]=2)[N:5]=[C:6]([C:8]2[CH:13]=[CH:12][CH:11]=[CH:10][CH:9]=2)[CH:7]=1.[CH3:17][CH:18]1[CH2:23][CH2:22][CH2:21][CH2:20][N:19]1[C:24]1[N:29]=[C:28]([NH2:30])[CH:27]=[CH:26][CH:25]=1.C1C=CC(P(C2C(C3C(P(C4C=CC=CC=4)C4C=CC=CC=4)=CC=C4C=3C=CC=C4)=C3C(C=CC=C3)=CC=2)C2C=CC=CC=2)=CC=1.C([O-])([O-])=O.[Cs+].[Cs+]>CO.Cl.C1C=CC(/C=C/C(/C=C/C2C=CC=CC=2)=O)=CC=1.C1C=CC(/C=C/C(/C=C/C2C=CC=CC=2)=O)=CC=1.C1C=CC(/C=C/C(/C=C/C2C=CC=CC=2)=O)=CC=1.[Pd].[Pd].O1CCOCC1>[CH3:17][CH:18]1[CH2:23][CH2:22][CH2:21][CH2:20][N:19]1[C:24]1[N:29]=[C:28]([NH:30][C:2]2[C:3]3[N:4]([CH:14]=[CH:15][N:16]=3)[N:5]=[C:6]([C:8]3[CH:13]=[CH:12][CH:11]=[CH:10][CH:9]=3)[CH:7]=2)[CH:27]=[CH:26][CH:25]=1 |f:3.4.5,8.9.10.11.12|. Procedure: A mixture of 8-bromo-6-phenylimidazo[1,2-b]pyridazine (125 mg, 0.46 mmol), 6-(2-methylpiperidin-1-yl)pyridin-2-amine (144 mg, 0.75 mmol), Pd2(dba)3 (29 mg, 0.05 mmol), BINAP (125 mg, 0.2 mmol), Cs2CO3 (489 mg, 1.5 mmol) and dioxane (10 mL) was heated to 100° C. with stirring for 16 h under N2. The solution was removed in vacuo and the resulting mixture was purified by chromatography (silica gel, 200-300 mesh, petroleum ether:ethyl acetate=3:1) to give crude product which was further purified by ... Starting materials: [H-].[Na+] (Sodium hydride), ClC1=CC=C(C=2N3C(=NC21)N(CCC3)C3=C(C=C(C=C3C)Cl)Cl)C(CCC)O (1-[9-chloro-1-(2,4-dichloro-6-methylphenyl)-1,2,3,4-tetrahydropyrimido[1,2-a]benzimidazol-6-yl]butan-1-ol), CI (methyl iodide). Run in O (water), CN(C=O)C (N,N-dimethylformamide). Run at time 5 minute. Yields the product ClC1=CC=C(C=2N3C(=NC21)N(CCC3)C3=C(C=C(C=C3C)Cl)Cl)C(CCC)OC (9-Chloro-1-(2,4-dichloro-6-methylphenyl)-6-(1-methoxybutyl)-1,2,3,4-tetrahydropyrimido[1,2-a]benzimidazole). Isolated yield 60.6%. Reaction SMILES: [H-].[Na+].[Cl:3][C:4]1[C:12]2[N:11]=[C:10]3[N:13]([C:17]4[C:22]([CH3:23])=[CH:21][C:20]([Cl:24])=[CH:19][C:18]=4[Cl:25])[CH2:14][CH2:15][CH2:16][N:9]3[C:8]=2[C:7]([CH:26]([OH:30])[CH2:27][CH2:28][CH3:29])=[CH:6][CH:5]=1.[CH3:31]I>CN(C)C=O.O>[Cl:3][C:4]1[C:12]2[N:11]=[C:10]3[N:13]([C:17]4[C:22]([CH3:23])=[CH:21][C:20]([Cl:24])=[CH:19][C:18]=4[Cl:25])[CH2:14][CH2:15][CH2:16][N:9]3[C:8]=2[C:7]([CH:26]([O:30][CH3:31])[CH2:27][CH2:28][CH3:29])=[CH:6][CH:5]=1 |f:0.1|. Reported procedure: Sodium hydride (60% in oil, 7.6 mg, 0.190 mmol) was added to a stirred solution of 1-[9-chloro-1-(2,4-dichloro-6-methylphenyl)-1,2,3,4-tetrahydropyrimido[1,2-a]benzimidazol-6-yl]butan-1-ol (69.5 mg, 0.158 mmol) in N,N-dimethylformamide (1.0 mL) at room temperature. After stirring 5 min, methyl iodide (33.6 mg, 0.237 mmol) was added to the mixture, and the mixture was stirred at room temperature for 3 hr. The mixture was diluted with water, and extracted with ethyl acetate. The combined organic l...